From a dataset of the Open Reaction Database (ORD), a public repository of structured organic reaction records. describe an organic reaction: reactants, conditions, products, and yield Reactants: FC=1C=C(C=CC1)S(=O)(=O)Cl (3-fluorobenzenesulfonyl chloride), Intermediate 14, NC=1C(=C(C=CC1)C=1N=C(SC1C1=NC(=NC=C1)N)C(C)(C)C)F (4-[4-(3-amino-2-fluorophenyl)-2-(1,1-dimethylethyl)-1,3-thiazol-5-yl]-2-pyrimidinamine). Product: NC1=NC=CC(=N1)C1=C(N=C(S1)C(C)(C)C)C=1C(=C(C=CC1)NS(=O)(=O)C1=CC(=CC=C1)F)F (N-{3-[5-(2-amino-4-pyrimidinyl)-2-(1,1-dimethylethyl)-1,3-thiazol-4-yl]-2-fluorophenyl}-3-fluorobenzenesulfonamide), solid. Yield: 67.0%. RXN SMILES: [NH2:1][C:2]1[C:3]([F:24])=[C:4]([C:8]2[N:9]=[C:10]([C:20]([CH3:23])([CH3:22])[CH3:21])[S:11][C:12]=2[C:13]2[CH:18]=[CH:17][N:16]=[C:15]([NH2:19])[N:14]=2)[CH:5]=[CH:6][CH:7]=1.[F:25][C:26]1[CH:27]=[C:28]([S:32](Cl)(=[O:34])=[O:33])[CH:29]=[CH:30][CH:31]=1>>[NH2:19][C:15]1[N:14]=[C:13]([C:12]2[S:11][C:10]([C:20]([CH3:21])([CH3:23])[CH3:22])=[N:9][C:8]=2[C:4]2[C:3]([F:24])=[C:2]([NH:1][S:32]([C:28]3[CH:29]=[CH:30][CH:31]=[C:26]([F:25])[CH:27]=3)(=[O:34])=[O:33])[CH:7]=[CH:6][CH:5]=2)[CH:18]=[CH:17][N:16]=1. Reported procedure: Following a procedure analogous to the procedure described in Intermediate 14 using 4-[4-(3-amino-2-fluorophenyl)-2-(1,1-dimethylethyl)-1,3-thiazol-5-yl]-2-pyrimidinamine (65 mg, 0.189 mmol) and 3-fluorobenzenesulfonyl chloride (0.030 mL, 0.227 mmol), the title compound was obtained as an off white solid (64 mg, 67% yield). MS (ESI): 502.2 [M+H]+. Reactants: OO (hydrogen peroxide), Cl (hydrochloric acid), O (water), ClC1=C(N)C=C(C(=C1)[N+](=O)[O-])Cl (2,5-dichloro-4-nitroaniline). Solvent: C(C)O (ethanol). Reaction conditions: temperature 50 celsius. The product is ClC1=C(N)C(=CC(=C1Cl)[N+](=O)[O-])Cl (2,3,6-trichloro-4-nitroaniline). The yield is 88.0%. Reaction SMILES: [Cl:1][C:2]1[CH:8]=[C:7]([N+:9]([O-:11])=[O:10])[C:6]([Cl:12])=[CH:5][C:3]=1[NH2:4].[ClH:13].O.OO>C(O)C>[Cl:13][C:5]1[C:6]([Cl:12])=[C:7]([N+:9]([O-:11])=[O:10])[CH:8]=[C:2]([Cl:1])[C:3]=1[NH2:4]. Procedure: To a suspension of 2,5-dichloro-4-nitroaniline (4.0 g, 19.3 mmol) in ethanol (50 ml) was added concentrated hydrochloric acid (20 ml) and water (20 ml). The mixture was heated to 50° C. and 27.5% hydrogen peroxide (6 ml) added over 15 min. The mixture was maintained at this temperature for a further 2 h, cooled to room temperature, and the solid filtered and washed with water (2×20 ml) to give the title compound (D11) (4.1 g, 88%), MH+ 241/243. Reactants: O=C([O-])[O-], CCc1nc2ccccc2[nH]1, Cn1c(CCN2CCN(C3CCOCC3)CC2)nc2c(N3CCOCC3)nc(Cl)nc21, [Cs+], [Cs+], C1COCCO1, O=C(C=Cc1ccccc1)C=Cc1ccccc1, O=C(C=Cc1ccccc1)C=Cc1ccccc1, O=C(C=Cc1ccccc1)C=Cc1ccccc1, [Pd], [Pd]. The product is CCc1nc2ccccc2n1-c1nc(N2CCOCC2)c2nc(CCN3CCN(C4CCOCC4)CC3)n(C)c2n1. RXN SMILES: [C:43](=[O:44])([O-:45])[O-:46].[CH2:32]([CH3:33])[c:34]1[nH:35][c:36]2[c:37]([n:38]1)[cH:39][cH:40][cH:41][cH:42]2.[Cl:1][c:2]1[n:3][c:4]([N:26]2[CH2:27][CH2:28][O:29][CH2:30][CH2:31]2)[c:5]2[n:6][c:7]([CH2:12][CH2:13][N:14]3[CH2:15][CH2:16][N:17]([CH:20]4[CH2:21][CH2:22][O:23][CH2:24][CH2:25]4)[CH2:18][CH2:19]3)[n:8]([CH3:11])[c:9]2[n:10]1.[Cs+:47].[Cs+:48].[O:49]1[CH2:50][CH2:51][O:52][CH2:53][CH2:54]1.[O:57]=[C:58]([CH:59]=[CH:60][c:61]1[cH:62][cH:63][cH:64][cH:65][cH:66]1)[CH:67]=[CH:68][c:69]1[cH:70][cH:71][cH:72][cH:73][cH:74]1.[O:75]=[C:76]([CH:77]=[CH:78][c:79]1[cH:80][cH:81][cH:82][cH:83][cH:84]1)[CH:85]=[CH:86][c:87]1[cH:88][cH:89][cH:90][cH:91][cH:92]1.[O:93]=[C:94]([CH:95]=[CH:96][c:97]1[cH:98][cH:99][cH:100][cH:101][cH:102]1)[CH:103]=[CH:104][c:105]1[cH:106][cH:107][cH:108][cH:109][cH:110]1.[Pd:55].[Pd:56]>>[c:2]1(-[n:35]2[c:34]([CH2:32][CH3:33])[n:38][c:37]3[c:36]2[cH:42][cH:41][cH:40][cH:39]3)[n:3][c:4]([N:26]2[CH2:27][CH2:28][O:29][CH2:30][CH2:31]2)[c:5]2[n:6][c:7]([CH2:12][CH2:13][N:14]3[CH2:15][CH2:16][N:17]([CH:20]4[CH2:21][CH2:22][O:23][CH2:24][CH2:25]4)[CH2:18][CH2:19]3)[n:8]([CH3:11])[c:9]2[n:10]1. Reactants: CC=1C=C(C=CC1[N+](=O)[O-])C1=NN=C(CC2=C1C=C1C(=C2)OCO1)C(=O)O.[N-]1C=NC=C1 (5-(3-methyl-4-nitro-phenyl)-9H-1,3-dioxolo[4,5-h][2,3]benzodiazepine-8-carboxylic acid imidazolide), N (ammonia), O (water). Solvent: ClCCl (dichloro methane). Reaction conditions: time 6 hour. Yields the product CC=1C=C(C=CC1[N+](=O)[O-])C1=NN=C(CC2=C1C=C1C(=C2)OCO1)C(=O)N (5-(3-methyl-4-nitro-phenyl)-9H-1,3-dioxolo[4.5-h][2,3]benzodiazepine-8-carboxylic acid-amide). The yield is 84.9%. As a reaction SMILES: [CH3:1][C:2]1[CH:3]=[C:4]([C:11]2[C:17]3[CH:18]=[C:19]4[O:24][CH2:23][O:22][C:20]4=[CH:21][C:16]=3[CH2:15][C:14]([C:25](O)=[O:26])=[N:13][N:12]=2)[CH:5]=[CH:6][C:7]=1[N+:8]([O-:10])=[O:9].[N-:28]1C=CN=C1.N.O>ClCCl>[CH3:1][C:2]1[CH:3]=[C:4]([C:11]2[C:17]3[CH:18]=[C:19]4[O:24][CH2:23][O:22][C:20]4=[CH:21][C:16]=3[CH2:15][C:14]([C:25]([NH2:28])=[O:26])=[N:13][N:12]=2)[CH:5]=[CH:6][C:7]=1[N+:8]([O-:10])=[O:9] |f:0.1|. Procedure: 4.17 g (10.0 millimoles) of 5-(3-methyl-4-nitro-phenyl)-9H-1,3-dioxolo[4,5-h][2,3]benzodiazepine-8-carboxylic acid-imidazolide are suspended in a mixture of 85 ml dichloro methane and 15 ml of a 15% aqueous methanolic ammonia solution. The reaction mixture is sealed and stirred at room temperature for 6 hours. The mixture is cooled with icecold water. The precipitated product is filtered and washed with 20 ml of diethyl ether. Thus 3.11 g of the desired compound are obtained, yield 85%, mp.: 266... Starting materials: COC(=O)C1=NN(C(=N1)CI)C1=C(C=C(C=C1)Cl)C(C1=C(C=CC=C1)Cl)=O (1-[2-(o-chlorobenzoyl)-4-chlorophenyl]-5-(iodomethyl)-1H-1,2,4-triazole-3-carboxylic acid methyl ester), CN1CCNCC1 (1-methyl-piperazine). Solvent: CO (methanol). Run at time 16 hour. Product: COC(=O)C1=NN(C(=N1)CN1CCN(CC1)C)C1=C(C=C(C=C1)Cl)C(C1=C(C=CC=C1)Cl)=O (1-[2-(o-chlorobenzoyl)-4-chlorophenyl]-5-[(4-methyl-1-piperazinyl)-methyl]-1H-1,2,4-triazole-3-carboxylic acid methyl ester). Reaction SMILES: [CH3:1][O:2][C:3]([C:5]1[N:9]=[C:8]([CH2:10]I)[N:7]([C:12]2[CH:17]=[CH:16][C:15]([Cl:18])=[CH:14][C:13]=2[C:19](=[O:27])[C:20]2[CH:25]=[CH:24][CH:23]=[CH:22][C:21]=2[Cl:26])[N:6]=1)=[O:4].[CH3:28][N:29]1[CH2:34][CH2:33][NH:32][CH2:31][CH2:30]1>CO>[CH3:1][O:2][C:3]([C:5]1[N:9]=[C:8]([CH2:10][N:32]2[CH2:33][CH2:34][N:29]([CH3:28])[CH2:30][CH2:31]2)[N:7]([C:12]2[CH:17]=[CH:16][C:15]([Cl:18])=[CH:14][C:13]=2[C:19](=[O:27])[C:20]2[CH:25]=[CH:24][CH:23]=[CH:22][C:21]=2[Cl:26])[N:6]=1)=[O:4]. Procedure: A mixture of 8.0 g (0.015 mole) of 1-[2-(o-chlorobenzoyl)-4-chlorophenyl]-5-(iodomethyl)-1H-1,2,4-triazole-3-carboxylic acid methyl ester [see Example 13(b)] and 3.3 ml of 1-methyl-piperazine in 160 ml of methanol is stirred for 16 hours at 40°. The reaction solution is then concentrated in vacuo; water is added to the residue and extraction is performed twice with methylene chloride. The organic phase is washed twice with ice water, and extraction is then performed twice with 2 N hydrochloric a... The reactants are S(=O)(Cl)Cl (Thionyl chloride), ClC1(C(C1)(Cl)Cl)C(=O)O (1,2,2-trichlorocyclopropane carboxylic acid). Solvent: C1=CC=CC=C1 (benzene). Reaction conditions: time 20 hour. Yields the product acid chloride, ClC1(C(C1)(Cl)Cl)C(=O)Cl (1,2,2-trichlorocyclopropane carboxylic acid chloride). As a reaction SMILES: S(Cl)([Cl:3])=O.[Cl:5][C:6]1([C:11]([OH:13])=O)[CH2:8][C:7]1([Cl:10])[Cl:9]>C1C=CC=CC=1>[Cl:5][C:6]1([C:11]([Cl:3])=[O:13])[CH2:8][C:7]1([Cl:10])[Cl:9]. Reported procedure: Thionyl chloride (50 ml) was added to a solution of 1,2,2-trichlorocyclopropane carboxylic acid (47.4 grams) in 300 ml of benzene. The reaction mixture was heated to reflux temperature and stirred for approximately 20 hours. The solvents were evaporated in vacuo to provide the intermediate acid chloride derivative, 1,2,2-trichlorocyclopropane carboxylic acid chloride (43.8 grams).